Dataset: the Open Reaction Database (ORD), a public repository of structured organic reaction records. Task: describe an organic reaction: reactants, conditions, products, and yield Starting materials: C(C)(C)(C)C1=CC=C(C=O)C=C1 (4-tert-butyl benzaldehyde), N1=CC(=CC=C1)CCN (2-(3-pyridyl)-ethyl amine), [BH4-].[Na+] (sodium borohydride), N1C=CC2=CC=CC(=C12)C(=O)O (1H-indole-7-carboxylic acid), CCN=C=NCCCN(C)C.Cl (EDC.HCl). The solvent is CO (methanol). Reaction conditions: time 2 hour. Product: C(C)(C)(C)C1=CC=C(CN(C(=O)C=2C=CC=C3C=CNC23)CCC=2C=NC=CC2)C=C1 (1H-Indole-7-carboxylic acid (4-tert-butyl-benzyl)-(2-pyridin-3-yl-ethyl)-amide). Isolated yield 34.0%. Reaction SMILES: [C:1]([C:5]1[CH:12]=[CH:11][C:8]([CH:9]=O)=[CH:7][CH:6]=1)([CH3:4])([CH3:3])[CH3:2].[N:13]1[CH:18]=[CH:17][CH:16]=[C:15]([CH2:19][CH2:20][NH2:21])[CH:14]=1.[BH4-].[Na+].[NH:24]1[C:32]2[C:27](=[CH:28][CH:29]=[CH:30][C:31]=2[C:33](O)=[O:34])[CH:26]=[CH:25]1.CCN=C=NCCCN(C)C.Cl>CO>[C:1]([C:5]1[CH:12]=[CH:11][C:8]([CH2:9][N:21]([CH2:20][CH2:19][C:15]2[CH:14]=[N:13][CH:18]=[CH:17][CH:16]=2)[C:33]([C:31]2[CH:30]=[CH:29][CH:28]=[C:27]3[C:32]=2[NH:24][CH:25]=[CH:26]3)=[O:34])=[CH:7][CH:6]=1)([CH3:4])([CH3:3])[CH3:2] |f:2.3,5.6|. Reported procedure: 81 mg (0.5 mmol) of 4-tert-butyl benzaldehyde and 61 mg (0.5 mmol) of 2-(3-pyridyl)-ethyl amine were dissolved in 2 ml methanol and the solution was stirred for 2 h at rt. 18.5 mg (0.5 mmol) of sodium borohydride were added in portions under nitrogen. The reaction mixture was stirred at rt for 30 min, the solvent was evaporated and the residue was suspended in 4 ml DCM. 88 mg (0.55 mol) of 1H-indole-7-carboxylic acid and 105 mg (0.55 mmol) of EDC.HCl were added and the mixture was stirred at rt ... Starting materials: ClCN1S(=O)(=O)C2=CC(=CC(=C2C1=O)C(C)C)OC (2-chloromethyl-4-isopropyl-6-methoxysaccharin), [Na].C1(=CC=CC=C1)N1N=NN=C1S (1-phenyltetrazole-5-thiol sodium salt), ice water. Solvent: CN(C=O)C (dimethylformamide). Product: C1(=CC=CC=C1)N1N=NN=C1SCN1S(=O)(=O)C2=CC(=CC(=C2C1=O)C(C)C)OC (2-(1-phenyltetrazol-5-yl)thiomethyl-4-isopropyl-6-methoxysaccharin). Isolated yield 81.8%. Reaction SMILES: Cl[CH2:2][N:3]1[C:13](=[O:14])[C:12]2[C:7](=[CH:8][C:9]([O:18][CH3:19])=[CH:10][C:11]=2[CH:15]([CH3:17])[CH3:16])[S:4]1(=[O:6])=[O:5].[Na].[C:21]1([N:27]2[C:31]([SH:32])=[N:30][N:29]=[N:28]2)[CH:26]=[CH:25][CH:24]=[CH:23][CH:22]=1>CN(C)C=O>[C:21]1([N:27]2[C:31]([S:32][CH2:2][N:3]3[C:13](=[O:14])[C:12]4[C:7](=[CH:8][C:9]([O:18][CH3:19])=[CH:10][C:11]=4[CH:15]([CH3:17])[CH3:16])[S:4]3(=[O:6])=[O:5])=[N:30][N:29]=[N:28]2)[CH:22]=[CH:23][CH:24]=[CH:25][CH:26]=1 |f:1.2,^1:19|. Procedure: A mixture of 2-chloromethyl-4-isopropyl-6-methoxysaccharin (0.25 g) and 1-phenyltetrazole-5-thiol sodium salt (0.173 g) in dimethylformamide (10 mL) was heated at 60°-80° C. for 8 hours, then poured into ice-water containing saturated aqueous sodium bicarbonate. The resulting mixture was extracted with ether. The ether extract was washed with water and saturated aqueous sodium chloride, passed through silica gel and is stripped of ether affording 2-(1-phenyltetrazol-5-yl)thiomethyl-4-isopropyl-6... Reactants: O=C([O-])O, Cc1cc(C(O)(C(F)(F)F)C(F)(F)F)cc(C)c1N, CCOC(C)=O, O=C(Cl)c1cccc([N+](=O)[O-])c1, [Na+], C1CCOC1, O, c1ccncc1. The product is Cc1cc(C(O)(C(F)(F)F)C(F)(F)F)cc(C)c1NC(=O)c1cccc([N+](=O)[O-])c1. RXN SMILES: [C:38](=[O:39])([O-:40])[OH:41].[CH3:1][c:2]1[c:3]([NH2:4])[c:5]([CH3:19])[cH:6][c:7]([C:9]([C:10]([F:11])([F:12])[F:13])([C:14]([F:15])([F:16])[F:17])[OH:18])[cH:8]1.[CH3:44][CH2:45][O:46][C:47](=[O:48])[CH3:49].[N+:20](=[O:21])([O-:22])[c:23]1[cH:24][c:25]([C:26](=[O:27])[Cl:28])[cH:29][cH:30][cH:31]1.[Na+:42].[O:50]1[CH2:51][CH2:52][CH2:53][CH2:54]1.[OH2:43].[cH:32]1[cH:33][cH:34][n:35][cH:36][cH:37]1>>[CH3:1][c:2]1[c:3]([NH:4][C:26]([c:25]2[cH:24][c:23]([N+:20](=[O:21])[O-:22])[cH:31][cH:30][cH:29]2)=[O:27])[c:5]([CH3:19])[cH:6][c:7]([C:9]([C:10]([F:11])([F:12])[F:13])([C:14]([F:15])([F:16])[F:17])[OH:18])[cH:8]1. The reactants are IC=1C=CC(=NC1)N1CC(CCC1)N1CCCC1 (5′-iodo-3-pyrrolidin-1-yl-3,4,5,6-tetrahydro-2H-[1,2′]bipyridinyl), ClC1=CC=C(C=C1)C=1C=CC(=NC1)C#C (5-(4-chloro-phenyl)-2-ethynyl-pyridine). Product: ClC1=CC=C(C=C1)C=1C=CC(=NC1)C#CC=1C=CC(=NC1)N1CC(CCC1)N1CCCC1 (5′-[5-(4-chloro-phenyl)-pyridin-2-ylethynyl]-3-pyrrolidin-1-yl-3,4,5,6-tetrahydro-2H-[1,2′]bipyridinyl). As a reaction SMILES: I[C:2]1[CH:3]=[CH:4][C:5]([N:8]2[CH2:13][CH2:12][CH2:11][CH:10]([N:14]3[CH2:18][CH2:17][CH2:16][CH2:15]3)[CH2:9]2)=[N:6][CH:7]=1.[Cl:19][C:20]1[CH:25]=[CH:24][C:23]([C:26]2[CH:27]=[CH:28][C:29]([C:32]#[CH:33])=[N:30][CH:31]=2)=[CH:22][CH:21]=1>>[Cl:19][C:20]1[CH:21]=[CH:22][C:23]([C:26]2[CH:27]=[CH:28][C:29]([C:32]#[C:33][C:2]3[CH:3]=[CH:4][C:5]([N:8]4[CH2:13][CH2:12][CH2:11][CH:10]([N:14]5[CH2:18][CH2:17][CH2:16][CH2:15]5)[CH2:9]4)=[N:6][CH:7]=3)=[N:30][CH:31]=2)=[CH:24][CH:25]=1. Procedure details: Prepared according to general working method I from 5′-iodo-3-pyrrolidin-1-yl-3,4,5,6-tetrahydro-2H-[1,2′]bipyridinyl (179 mg, 0.50 mmol) and 5-(4-chloro-phenyl)-2-ethynyl-pyridine (107 mg, 0.50 mmol).